From a dataset of the Open Reaction Database (ORD), a public repository of structured organic reaction records. describe an organic reaction: reactants, conditions, products, and yield As a reaction SMILES: [NH2:1][CH2:2][CH2:3][CH2:4][NH:5][C:6]1[CH:11]=[N:10][CH:9]=[CH:8][N:7]=1.[CH2:12]([N:14]=[C:15]=[S:16])[CH3:13]>>[CH2:12]([NH:14][C:15]([NH:1][CH2:2][CH2:3][CH2:4][NH:5][C:6]1[CH:11]=[N:10][CH:9]=[CH:8][N:7]=1)=[S:16])[CH3:13]. Reported procedure: Reacting 2-(3-aminopropylamino)pyrazine with ethyl isothiocyanate by the procedure of Example 53 gives N-ethyl-N'-[3-(2-pyrazinylamino)propyl]thiourea. Yields the product C(C)NC(=S)NCCCNC1=NC=CN=C1 (N-ethyl-N'-[3-(2-pyrazinylamino)propyl]thiourea). The reactants are NCCCNC1=NC=CN=C1 (2-(3-aminopropylamino)pyrazine), C(C)N=C=S (ethyl isothiocyanate). Reactants: N1C(=CC=C1)C(=O)OC (methyl pyrrole-2-carboxylate), [Cl-].[Al+3].[Cl-].[Cl-] (aluminium chloride), ice water, C(CCCCCCCCCCCC)(=O)O (Tridecanoic acid), S(=O)(Cl)Cl (thionyl chloride). Solvent: C(Cl)Cl (methylene chloride), C(Cl)Cl (methylene chloride), C(Cl)Cl (methylene chloride), CN(C=O)C (N,N-dimethylformamide), C(Cl)Cl (methylene chloride). Reaction conditions: time 8 hour. Yields the product C(CCCCCCCCCCCC)(=O)C=1C=C(NC1)C(=O)OC (methyl 4-tridecanoylpyrrole-2-carboxylate). Isolated yield 83.4%. Reaction SMILES: [C:1](O)(=[O:14])[CH2:2][CH2:3][CH2:4][CH2:5][CH2:6][CH2:7][CH2:8][CH2:9][CH2:10][CH2:11][CH2:12][CH3:13].S(Cl)(Cl)=O.[Cl-].[Al+3].[Cl-].[Cl-].[NH:24]1[CH:28]=[CH:27][CH:26]=[C:25]1[C:29]([O:31][CH3:32])=[O:30]>C(Cl)Cl.CN(C)C=O>[C:1]([C:27]1[CH:26]=[C:25]([C:29]([O:31][CH3:32])=[O:30])[NH:24][CH:28]=1)(=[O:14])[CH2:2][CH2:3][CH2:4][CH2:5][CH2:6][CH2:7][CH2:8][CH2:9][CH2:10][CH2:11][CH2:12][CH3:13] |f:2.3.4.5|. Procedure details: Tridecanoic acid (102.8 g, 0.48 mol) was dissolved into 480 ml of methylene chloride, and 52.6 ml (0.72 mol) of thionyl chloride and 0.2 ml of N,N-dimethylformamide were added thereto. The mixture was allowed to stand overnight followed by concentration under reduced pressure, and the remaining oil was added to 400 ml of methylene chloride containing 106.6 g (0.8 mol) of anhydrous aluminium chloride. A solution of 50.05 g (0.4 mol) of methyl pyrrole-2-carboxylate in 200 ml of methylene chloride ... Starting materials: [BH4-].[Na+] (Sodium borohydride), COC=1C=C2CCN=C(C2=CC1)C1=CC=CC=C1 (6-methoxy-1-phenyl-3,4-dihydroisoquinoline). Solvent: CO (MeOH). Reaction conditions: time 30 minute. Yields the product COC=1C=C2CCNC(C2=CC1)C1=CC=CC=C1 (6-Methoxy-1-phenyl-1,2,3,4-tetrahydroisoquinoline). Isolated yield 87.6%. Reaction SMILES: [BH4-].[Na+].[CH3:3][O:4][C:5]1[CH:6]=[C:7]2[C:12](=[CH:13][CH:14]=1)[C:11]([C:15]1[CH:20]=[CH:19][CH:18]=[CH:17][CH:16]=1)=[N:10][CH2:9][CH2:8]2>CO>[CH3:3][O:4][C:5]1[CH:6]=[C:7]2[C:12](=[CH:13][CH:14]=1)[CH:11]([C:15]1[CH:20]=[CH:19][CH:18]=[CH:17][CH:16]=1)[NH:10][CH2:9][CH2:8]2 |f:0.1|. Procedure details: Sodium borohydride (0.945 g, 24.96 mmol) was added in small portions to a solution of 6-methoxy-1-phenyl-3,4-dihydroisoquinoline (1.480 g, 6.24 mmol) in MeOH (50 ml) at 0° C. The reaction mixture was stirred for 30 min, warmed to rt and stirred at rt for 19 hr, then quenched by the dropwise addition of H2O (10 ml). Excess MeOH was removed by evaporation and the resulting aqueous solution was extracted with CHCl3 (4×10 ml). The combined organic extracts were dried over MgSO4 and concentrated in v... The reactants are CCOC(C)=O, CCCCCC, COc1ccc(F)cc1C(C)(C)CC1(C(F)(F)F)CO1, Nc1cccc2ncccc12. Product: COc1ccc(F)cc1C(C)(C)CC(O)(CNc1cccc2ncccc12)C(F)(F)F. RXN SMILES: [C:32]([O:33][CH2:34][CH3:35])(=[O:36])[CH3:37].[CH3:38][CH2:39][CH2:40][CH2:41][CH2:42][CH3:43].[F:1][c:2]1[cH:3][cH:4][c:5]([O:19][CH3:20])[c:6]([C:8]([CH2:9][C:10]2([C:13]([F:14])([F:15])[F:16])[O:11][CH2:12]2)([CH3:17])[CH3:18])[cH:7]1.[NH2:21][c:22]1[c:23]2[cH:24][cH:25][cH:26][n:27][c:28]2[cH:29][cH:30][cH:31]1>>[F:1][c:2]1[cH:3][cH:4][c:5]([O:19][CH3:20])[c:6]([C:8]([CH2:9][C:10]([OH:11])([CH2:12][NH:21][c:22]2[c:23]3[cH:24][cH:25][cH:26][n:27][c:28]3[cH:29][cH:30][cH:31]2)[C:13]([F:14])([F:15])[F:16])([CH3:17])[CH3:18])[cH:7]1. Reactants: C(C)(C)OC(C)C (diisopropyl ether), C(C)(=O)OC(C)=O (acetic anhydride), O.C(C=O)(=O)O (glyoxylic acid monohydrate), CC1=C(C=C(C=C1Cl)C(=O)C)Cl (3,5-dichloro-4-methylacetophenone). The reagents and catalysts are S(O)(O)(=O)=O (sulphuric acid). Solvent: C(C)(=O)O (acetic acid). Reaction conditions: temperature 60 celsius, time 10 minute. Yields the product ClC=1C=C(C=C(C1C)Cl)C(C=CC(=O)O)=O (4-(3,5-dichloro-4-methylphenyl)-4-oxo-2-butenoic acid). Yield: 80.3%. Reaction SMILES: C([O:4][C:5](=[O:7])[CH3:6])(=O)C.O.C(O)(=O)C=O.[CH3:14][C:15]1[C:20]([Cl:21])=[CH:19][C:18]([C:22]([CH3:24])=[O:23])=[CH:17][C:16]=1[Cl:25].C(OC(C)C)(C)C>S(=O)(=O)(O)O.C(O)(=O)C>[Cl:21][C:20]1[CH:19]=[C:18]([C:22](=[O:23])[CH:24]=[CH:6][C:5]([OH:4])=[O:7])[CH:17]=[C:16]([Cl:25])[C:15]=1[CH3:14] |f:1.2|. Reported procedure: 10.2 g (0.1 mole) of acetic anhydride were added to 9.3 g (0.1 mole) of glyoxylic acid monohydrate and the mixture was heated, with stirring, on an oil bath at 60° C. for 10 minutes to obtain a homogeneous solution. To this solution were added, in turn, 20.3 g (0.1 mole) of 3,5-dichloro-4-methylacetophenone, prepared as described in step (a) above, 28.8 g of acetic acid and a catalytic amount (300 mg) of concentrated sulphuric acid, whilst ice-cooling. The mixture was then heated, with stirring,... The reactants are NC1=NC=C(C=C1[N+](=O)[O-])C1=CC=CC=C1 (2-amino-3-nitro-5-phenylpyridine), NC1=NC=C(C=C1[N+](=O)[O-])C1=CC=CC=C1 (2-amino-3-nitro-5-phenylpyridine). Reagents/catalysts: [Pd] (Pd/C). Solvent: CO (methanol). Product: NC1=NC=C(C=C1N)C1=CC=CC=C1 (2,3-Diamino-5-phenylpyridine). The yield is 96.0%. RXN SMILES: [NH2:1][C:2]1[C:7]([N+:8]([O-])=O)=[CH:6][C:5]([C:11]2[CH:16]=[CH:15][CH:14]=[CH:13][CH:12]=2)=[CH:4][N:3]=1>CO.[Pd]>[NH2:1][C:2]1[C:7]([NH2:8])=[CH:6][C:5]([C:11]2[CH:16]=[CH:15][CH:14]=[CH:13][CH:12]=2)=[CH:4][N:3]=1. Procedure details: 0.46 g of 2-amino-3-nitro-5-phenylpyridine (starting material C2) dissolved in 50 ml methanol are hydrogenated over 0.05 g of 10% strength Pd/C until no starting material is detectable by TLC. After filtration, the solvent is evaporated and the residue is chromatographed over silica gel (dichloromethane/methanol 20:1+1% triethylamine). Concentration of the pure fractions and drying in vacuo gives 0.38 g of the title compound as a brownish oil. The mass spectrum shows the molecular peak MH+ at 18... Starting materials: O (water), C([O-])([O-])=O.[K+].[K+] (potassium carbonate), O (water), ClCCOC1CC(S(C2=CC=C(C(=C12)C)C=1C=NN(C1O)CC)(=O)=O)=C=O (4-(2-chloroethoxy)-5-methyl-6-(1-ethyl-5-hydroxypyrazol-4-yl)-carbonylthiochroman-1,1-dioxide), N1N=CC=C1 (pyrazole), C(CC)S(=O)(=O)Cl (n-propanesulfonyl chloride), ( IV ). Reagents/catalysts: [Cl-].C(C1=CC=CC=C1)[N+](CC)(CC)CC (benzyltriethylammonium chloride). Run in ClCCl (dichloromethane), ClCCl (dichloromethane). Yields the product ClCCOC1CCS(C2=CC=C(C(=C12)C)C(=O)C=1C=NN(C1OS(=O)(=O)CCC)CC)(=O)=O (4-(2-chloroethoxy)-5-methyl-6-(1-ethyl-5-n-propanesulfonyloxypyrazol-4-yl)carbonylthiochroman-1,1-dioxide). Yield: 54.0%. As a reaction SMILES: [Cl:1][CH2:2][CH2:3][O:4][CH:5]1[C:14]2[C:9](=[CH:10][CH:11]=[C:12]([C:16]3[CH:17]=NN(CC)C=3O)[C:13]=2[CH3:15])[S:8](=[O:25])(=[O:24])[C:7](=C=O)[CH2:6]1.[NH:28]1[CH:32]=[CH:31][CH:30]=[N:29]1.[C:33](=[O:36])([O-])[O-].[K+].[K+].[CH2:39]([S:42](Cl)(=[O:44])=[O:43])[CH2:40][CH3:41].[OH2:46]>ClCCl.[Cl-].C([N+](CC)(CC)CC)C1C=CC=CC=1>[Cl:1][CH2:2][CH2:3][O:4][CH:5]1[C:14]2[C:9](=[CH:10][CH:11]=[C:12]([C:16]([C:17]3[CH:30]=[N:29][N:28]([CH2:32][CH3:31])[C:33]=3[O:36][S:42]([CH2:39][CH2:40][CH3:41])(=[O:44])=[O:43])=[O:46])[C:13]=2[CH3:15])[S:8](=[O:24])(=[O:25])[CH2:7][CH2:6]1 |f:2.3.4,8.9|. Procedure details: 0.34 Gram (0.8 mmol) of the 4-(2-chloroethoxy)-5-methyl-6-(1-ethyl-5-hydroxypyrazol-4-yl)-carbonylthiochroman-1,1-dioxide (corresponding to pyrazole derivative of the formula (Ia)) obtained in Preparation Example 7 was dissolved in 3 ml of dichloromethane, and a solution of 0.23 g (1.6 mmol) of potassium carbonate as a base in 2 ml of water was added. To this mixture was added 0.2 ml (1.6 mmol) of n-propanesulfonyl chloride (corresponding to compound of the formula (IV)) as a reaction reagent, a... Reactants: C(=O)(OC(C)(C)C)N[C@@H](C(C)C)C(=O)O (Boc-valine), CO (methanol), NC(CC1=CC=CC=C1)C(C(CC1=CC=CC=C1)NC([C@@H](NC(=O)OCC1=CC=CC=C1)C(C)C)=O)O (2-Amino-4-(Cbz-valinyl-amino)-1,5-diphenyl-3-hydroxypentane), N=C=N (carbodiimide). The solvent is C(Cl)(Cl)Cl (chloroform). Product: C(=O)(OC(C)(C)C)N[C@@H](C(C)C)C(=O)NC(CC1=CC=CC=C1)C(C(CC1=CC=CC=C1)NC([C@@H](NC(=O)OCC1=CC=CC=C1)C(C)C)=O)O (2-(Boc-valinyl-amino)-4-(Cbz-valinyl-amino)-1,5-diphenyl-3-hydroxypentane). RXN SMILES: [C:1]([NH:8][C@H:9]([C:13]([OH:15])=O)[CH:10]([CH3:12])[CH3:11])([O:3][C:4]([CH3:7])([CH3:6])[CH3:5])=[O:2].[NH2:16][CH:17]([CH:25]([OH:52])[CH:26]([NH:34][C:35](=[O:51])[C@H:36]([CH:48]([CH3:50])[CH3:49])[NH:37][C:38]([O:40][CH2:41][C:42]1[CH:47]=[CH:46][CH:45]=[CH:44][CH:43]=1)=[O:39])[CH2:27][C:28]1[CH:33]=[CH:32][CH:31]=[CH:30][CH:29]=1)[CH2:18][C:19]1[CH:24]=[CH:23][CH:22]=[CH:21][CH:20]=1.N=C=N.CO>C(Cl)(Cl)Cl>[C:1]([NH:8][C@H:9]([C:13]([NH:16][CH:17]([CH:25]([OH:52])[CH:26]([NH:34][C:35](=[O:51])[C@H:36]([CH:48]([CH3:50])[CH3:49])[NH:37][C:38]([O:40][CH2:41][C:42]1[CH:47]=[CH:46][CH:45]=[CH:44][CH:43]=1)=[O:39])[CH2:27][C:28]1[CH:33]=[CH:32][CH:31]=[CH:30][CH:29]=1)[CH2:18][C:19]1[CH:20]=[CH:21][CH:22]=[CH:23][CH:24]=1)=[O:15])[CH:10]([CH3:11])[CH3:12])([O:3][C:4]([CH3:5])([CH3:6])[CH3:7])=[O:2]. Procedure: Boc-valine was coupled to the resultant compound of Example 69 using the carbodiimide coupling procedure of Example 55 to provide, after silica gel chromatography using 3% methanol in chloroform, the desired compound (82%, Rf 0.7, 10% methanol in chloroform) as a white solid, m.p. 184°-184° C. Mass spectrum: (M+H)+ =703. Product: CC(C)N1CCC(Oc2ccc3[nH]nc(S(=O)(=O)c4cccc5ccccc45)c3c2)CC1. Reactants: CC(=O)O[BH-](OC(C)=O)OC(C)=O, CC(C)=O, CC(=O)O, CCOC(C)=O, ClCCCl, [Na+], O=S(=O)(c1cccc2ccccc12)c1n[nH]c2ccc(OC3CCNCC3)cc12. Reaction SMILES: [C:38]([O:39][BH-:40]([O:41][C:42](=[O:43])[CH3:44])[O:45][C:46](=[O:47])[CH3:48])(=[O:49])[CH3:50].[CH3:30][C:31]([CH3:32])=[O:33].[CH3:34][C:35](=[O:36])[OH:37].[CH3:56][CH2:57][O:58][C:59](=[O:60])[CH3:61].[Cl:52][CH2:53][CH2:54][Cl:55].[Na+:51].[c:1]1([S:11](=[O:12])(=[O:13])[c:14]2[n:15][nH:16][c:17]3[cH:18][cH:19][c:20]([O:23][CH:24]4[CH2:25][CH2:26][NH:27][CH2:28][CH2:29]4)[cH:21][c:22]23)[cH:2][cH:3][cH:4][c:5]2[cH:6][cH:7][cH:8][cH:9][c:10]12>>[c:1]1([S:11](=[O:12])(=[O:13])[c:14]2[n:15][nH:16][c:17]3[cH:18][cH:19][c:20]([O:23][CH:24]4[CH2:25][CH2:26][N:27]([CH:31]([CH3:30])[CH3:32])[CH2:28][CH2:29]4)[cH:21][c:22]23)[cH:2][cH:3][cH:4][c:5]2[cH:6][cH:7][cH:8][cH:9][c:10]12. Reactants: C(C1=CC=CC=C1)SC=1C=CC(=C(C1)C(C)=O)F (1-(5-(benzylthio)-2-fluorophenyl)ethanone), COC(C)(N(C)C)OC (N,N-dimethylacetamide dimethyl acetal). Yields the product C(C1=CC=CC=C1)SC=1C=CC(=C(C1)C(\C=C(/C)\N(C)C)=O)F ((E)-1-(5-(benzylthio)-2-fluorophenyl)-3-(dimethylamino)but-2-en-1-one). Yield: 63.6%. Reaction SMILES: [CH2:1]([S:8][C:9]1[CH:10]=[CH:11][C:12]([F:18])=[C:13]([C:15](=[O:17])[CH3:16])[CH:14]=1)[C:2]1[CH:7]=[CH:6][CH:5]=[CH:4][CH:3]=1.CO[C:21](OC)([N:23]([CH3:25])[CH3:24])[CH3:22]>>[CH2:1]([S:8][C:9]1[CH:10]=[CH:11][C:12]([F:18])=[C:13]([C:15](=[O:17])/[CH:16]=[C:21](/[N:23]([CH3:25])[CH3:24])\[CH3:22])[CH:14]=1)[C:2]1[CH:3]=[CH:4][CH:5]=[CH:6][CH:7]=1. Reported procedure: A solution of 1-(5-(benzylthio)-2-fluorophenyl)ethanone (3.6 g, 13.83 mmol) in N,N-dimethylacetamide dimethyl acetal (12.13 mL, 83 mmol) was irradiated at 130° C. for 10 minutes in a microwave reactor (Biotage Initiator). The reaction mixture was partitioned between water and ethyl acetate, and the organic layer was concentrated. The crude product was purified by column chromatography, eluting with 20-100% ethyl acetate in heptane, to provide (E)-1-(5-(benzylthio)-2-fluorophenyl)-3-(dimethylamin...